This data is from the Open Reaction Database (ORD), a public repository of structured organic reaction records. The task is: describe an organic reaction: reactants, conditions, products, and yield Reactants: ClC1=CC=C(N=N1)N (6-chloropyridazin-3-amine), FC1=CC=C(C=C1)B(O)O (4-fluorophenylboronic acid), C(=O)([O-])[O-].[Na+].[Na+] (Na2CO3). The reagents and catalysts are Cl[Pd]([P](C1=CC=CC=C1)(C2=CC=CC=C2)C3=CC=CC=C3)([P](C4=CC=CC=C4)(C5=CC=CC=C5)C6=CC=CC=C6)Cl (PdCl2(PPh3)2). The solvent is CC(C)O (2-propanol), O (water). Conditions: temperature 80 celsius. The product is FC1=C(C=CC=C1)C1=CC=C(N=N1)N (6-(2-fluorophenyl)pyridazin-3-amine). The yield is 87.4%. RXN SMILES: Cl[C:2]1[N:7]=[N:6][C:5]([NH2:8])=[CH:4][CH:3]=1.[F:9][C:10]1[CH:15]=[CH:14][C:13](B(O)O)=[CH:12][CH:11]=1.C([O-])([O-])=O.[Na+].[Na+]>CC(O)C.O.Cl[Pd](Cl)([P](C1C=CC=CC=1)(C1C=CC=CC=1)C1C=CC=CC=1)[P](C1C=CC=CC=1)(C1C=CC=CC=1)C1C=CC=CC=1>[F:9][C:10]1[CH:15]=[CH:14][CH:13]=[CH:12][C:11]=1[C:2]1[N:7]=[N:6][C:5]([NH2:8])=[CH:4][CH:3]=1 |f:2.3.4,^1:32,51|. Procedure details: To a mixture of 6-chloropyridazin-3-amine (3.00 g, 23.1 mmol), 4-fluorophenylboronic acid (34.7 mmol), Na2CO3 (69.3 mmol) in 2-propanol (150 mL) and water (50 mL) that has been degassed with N2 (5 minutes) is added PdCl2(PPh3)2(1.15 mmol). The mixture is heated at 80° C. for 12 hours, concentrated under reduced pressure, added sat. aqueous NaHCO3 (100 mL) and extracted with EtOAc (3×100 mL). Organic layer is collected, dried over Na2SO4, filtered and concentrated to dryness. The crude product is... Starting materials: O=Cc1ccc(Cl)c([N+](=O)[O-])c1, [F-], [K+], O, O=S1(=O)CCCC1. The product is O=Cc1ccc(F)c([N+](=O)[O-])c1. Reaction SMILES: [Cl:1][c:2]1[c:3]([N+:10](=[O:11])[O-:12])[cH:4][c:5]([CH:6]=[O:7])[cH:8][cH:9]1.[F-:13].[K+:14].[OH2:15].[S:16]1(=[O:21])(=[O:22])[CH2:17][CH2:18][CH2:19][CH2:20]1>>[c:2]1([F:13])[c:3]([N+:10](=[O:11])[O-:12])[cH:4][c:5]([CH:6]=[O:7])[cH:8][cH:9]1. Starting materials: compound 5.4, C(CC)(=O)N1CCN(CC1)C1=C(C=C(C=C1)NC1=C(C=NC2=CC=C(C=C12)C=1C=NC2=CC=CC=C2C1)C(=O)OCC)C(F)(F)F (ethyl 4′-(4-(4-propionylpiperazin-1-yl)-3-(trifluoromethyl)phenylamino)-3,6′-biquinoline-3′-carboxylate), [OH-].[Na+] (NaOH), Cl (HCl). Solvent: C1CCOC1.CO.O (THF MeOH H2O). Conditions: time 8 hour. Yields the product desired product 5.5, C(CC)(=O)N1CCN(CC1)C1=C(C=C(C=C1)NC1=C(C=NC2=CC=C(C=C12)C=1C=NC2=CC=CC=C2C1)C(=O)O)C(F)(F)F (4′-(4-(4-propionylpiperazin-1-yl)-3-(trifluoromethyl)phenylamino)-3,6′-biquinoline-3′-carboxylic acid). As a reaction SMILES: [C:1]([N:5]1[CH2:10][CH2:9][N:8]([C:11]2[CH:16]=[CH:15][C:14]([NH:17][C:18]3[C:27]4[C:22](=[CH:23][CH:24]=[C:25]([C:28]5[CH:29]=[N:30][C:31]6[C:36]([CH:37]=5)=[CH:35][CH:34]=[CH:33][CH:32]=6)[CH:26]=4)[N:21]=[CH:20][C:19]=3[C:38]([O:40]CC)=[O:39])=[CH:13][C:12]=2[C:43]([F:46])([F:45])[F:44])[CH2:7][CH2:6]1)(=[O:4])[CH2:2][CH3:3].[OH-].[Na+].Cl>C1COCC1.CO.O>[C:1]([N:5]1[CH2:6][CH2:7][N:8]([C:11]2[CH:16]=[CH:15][C:14]([NH:17][C:18]3[C:27]4[C:22](=[CH:23][CH:24]=[C:25]([C:28]5[CH:29]=[N:30][C:31]6[C:36]([CH:37]=5)=[CH:35][CH:34]=[CH:33][CH:32]=6)[CH:26]=4)[N:21]=[CH:20][C:19]=3[C:38]([OH:40])=[O:39])=[CH:13][C:12]=2[C:43]([F:44])([F:45])[F:46])[CH2:9][CH2:10]1)(=[O:4])[CH2:2][CH3:3] |f:1.2,4.5.6|. Reported procedure: To a solution of compound 5.4 ethyl 4′-(4-(4-propionylpiperazin-1-yl)-3-(trifluoromethyl)phenylamino)-3,6′-biquinoline-3′-carboxylate in THF/MeOH/H2O (1:1:1, 6 mL) at room temperature was added NaOH (76 mg, 1.9 mmol, 5 equiv.). The resulting solution was stirred overnight. To the mixture was added HCl (1N) to adjust the pH to 4, and EtOAC (20 mL) to extract the product. The organic layer was concentrated to afford the desired product 5.5 4′-(4-(4-propionylpiperazin-1-yl)-3-(trifluoromethyl)pheny... The reactants are C (CH4), OC1(CCCC1)C(=O)O (1-hydroxycyclopentanecarboxylic acid), C1(=CC=CC=C1)S(=O)(=O)C1=CC=C(N)C=C1 (4-Phenylsulfonylaniline), S(=O)(Cl)Cl (Thionyl chloride). Solvent: CC(=O)N(C)C (dimethylacetamide). Run at temperature -10 celsius, time 1 hour. Product: C1(=CC=CC=C1)S(=O)(=O)C1=CC=C(C=C1)NC(=O)C1(CCCC1)O (N-[4-(Phenylsulfonyl)phenyl]-1-hydroxy-cyclopentanecarboxamide). Reaction SMILES: [OH:1][C:2]1([C:7]([OH:9])=O)[CH2:6][CH2:5][CH2:4][CH2:3]1.S(Cl)(Cl)=O.[C:14]1([S:20]([C:23]2[CH:29]=[CH:28][C:26]([NH2:27])=[CH:25][CH:24]=2)(=[O:22])=[O:21])[CH:19]=[CH:18][CH:17]=[CH:16][CH:15]=1.C>CC(N(C)C)=O>[C:14]1([S:20]([C:23]2[CH:24]=[CH:25][C:26]([NH:27][C:7]([C:2]3([OH:1])[CH2:3][CH2:4][CH2:5][CH2:6]3)=[O:9])=[CH:28][CH:29]=2)(=[O:21])=[O:22])[CH:19]=[CH:18][CH:17]=[CH:16][CH:15]=1. Procedure: A solution of 1-hydroxycyclopentanecarboxylic acid (0.76 g, 6.4 mmol) in dry dimethylacetamide (15 ml) was stirred under a nitrogen atmosphere at -10° C. Thionyl chloride (0.76 g, 6.4 mmol) was added and the resulting mixture was allowed to stir at -10° C. for 1 hour. 4-Phenylsulfonylaniline (1.0 g, 4.29 mmol) was then added and the reaction mixture was stirred at -10° C. for a further 15 mins. The solution was then allowed to warm to room temperature where it was stirred overnight. The reaction... Starting materials: FC1=CC=C(C=C1)CC1=CN=C2C(=C(C(N(C2=C1)CCCN1C(CCCCC1)=O)=O)C(=O)OCC)O (ethyl 7-[(4-fluorophenyl)methyl]-4-hydroxy-2-oxo-1-[3-(2-oxohexahydro-1H-azepin-1-yl)propyl]-1,2-dihydro-1,5-naphthyridine-3-carboxylate), NC[C@H](C)O ((2S)-1-amino-2-propanol). The product is FC1=CC=C(C=C1)CC1=CN=C2C(=C(C(N(C2=C1)CCCN1C(CCCCC1)=O)=O)C(=O)NC[C@H](C)O)O (7-[(4-fluorophenyl)methyl]-4-hydroxy-N-[(2S)-2-hydroxypropyl]-2-oxo-1-[3-(2-oxohexahydro-1H-azepin-1-yl)propyl]-1,2-dihydro-1,5-naphthyridine-3-carboxamide). Reaction SMILES: [F:1][C:2]1[CH:7]=[CH:6][C:5]([CH2:8][C:9]2[CH:18]=[C:17]3[C:12]([C:13]([OH:36])=[C:14]([C:31](OCC)=[O:32])[C:15](=[O:30])[N:16]3[CH2:19][CH2:20][CH2:21][N:22]3[CH2:28][CH2:27][CH2:26][CH2:25][CH2:24][C:23]3=[O:29])=[N:11][CH:10]=2)=[CH:4][CH:3]=1.[NH2:37][CH2:38][C@@H:39]([OH:41])[CH3:40]>>[F:1][C:2]1[CH:7]=[CH:6][C:5]([CH2:8][C:9]2[CH:18]=[C:17]3[C:12]([C:13]([OH:36])=[C:14]([C:31]([NH:37][CH2:38][C@@H:39]([OH:41])[CH3:40])=[O:32])[C:15](=[O:30])[N:16]3[CH2:19][CH2:20][CH2:21][N:22]3[CH2:28][CH2:27][CH2:26][CH2:25][CH2:24][C:23]3=[O:29])=[N:11][CH:10]=2)=[CH:4][CH:3]=1. Procedure: This compound was prepared from ethyl 7-[(4-fluorophenyl)methyl]-4-hydroxy-2-oxo-1-[3-(2-oxohexahydro-1H-azepin-1-yl)propyl]-1,2-dihydro-1,5-naphthyridine-3-carboxylate and (2S)-1-amino-2-propanol using methods similar to Example 563 to provide an off-white solid: 1H NMR (300 MHz, DMSO-d6) δ ppm 1.08-1.13 (m, 3 H), 1.55 (d, J=2.74 Hz, 4 H), 1.63 (s, 2 H), 1.65-1.78 (m, 2 H), 2.41 (d, J=10.11 Hz, 2 H), 3.19 (s, 1 H), 3.38 (d, J=6.95 Hz, 5 H), 3.81 (s, 1 H), 4.16-4.25 (m, 4 H), 4.96 (d, J=4.63 Hz,...